From a dataset of the Open Reaction Database (ORD), a public repository of structured organic reaction records. describe an organic reaction: reactants, conditions, products, and yield Reactants: C[Si](C)(C)[N-][Si](C)(C)C.[Li+] (lithium bis(trimethylsilyl)amide), C(C)OC(CCCOCC)=O (4-ethoxy-butyric acid ethyl ester), C1(CCCC1)NC1=NC(=NC=C1C=O)SC (4-Cyclopentylamino-2-methylsulfanyl-pyrimidine-5-carbaldehyde). Solvent: C1CCOC1 (THF). Run at time 10 minute. Yields the product C1(CCCC1)N1C(C(=CC2=C1N=C(N=C2)SC)CCOCC)=O (8-cyclopentyl-6-(2-ethoxy-ethyl)-2-methylsulfanyl-8H-pyrido[2,3-d]pyrimidin-7-one). As a reaction SMILES: C(O[C:4](=[O:11])[CH2:5][CH2:6][CH2:7][O:8][CH2:9][CH3:10])C.C[Si]([N-][Si](C)(C)C)(C)C.[Li+].[CH:22]1([NH:27][C:28]2[C:33]([CH:34]=O)=[CH:32][N:31]=[C:30]([S:36][CH3:37])[N:29]=2)[CH2:26][CH2:25][CH2:24][CH2:23]1>C1COCC1>[CH:22]1([N:27]2[C:28]3[N:29]=[C:30]([S:36][CH3:37])[N:31]=[CH:32][C:33]=3[CH:34]=[C:5]([CH2:6][CH2:7][O:8][CH2:9][CH3:10])[C:4]2=[O:11])[CH2:23][CH2:24][CH2:25][CH2:26]1 |f:1.2|. Procedure: To a cooled (−78° C.) solution of 4-ethoxy-butyric acid ethyl ester (9.85 g, 61.47 mmol) in THF (25 ml) was added lithium bis(trimethylsilyl)amide (77.0 ml, 76.85 mmol, 1 M solution in THF). The reaction mixture was stirred for 10 minutes to form the anion. 4-Cyclopentylamino-2-methylsulfanyl-pyrimidine-5-carbaldehyde was then added and the reaction allowed to warm to RT and stirred overnight. The reaction mixture was quenched with 10% aqueous HCl (100 ml). The aqueous layer was extracted with e... Reactants: OC1CNCC1 (3-hydroxypyrrolidine), FC1=C(C=C2C(C(=CN3C(CCC1=C23)=C)C(=O)O)=O)F (8,9-difluoro-5-methylene-1-oxo-6,7-dihydro-1H,5H-benzo(ij)quinolizine-2-carboxylic acid). Solvent: CS(=O)C (dimethyl sulfoxide). Yields the product FC1=C(C=2CCC(N3C=C(C(C(C23)=C1)=O)C(=O)O)=C)N1CC(CC1)O (9-fluoro-8-(3-hydroxy-1-pyrrolidinyl)-5-methylene-1-oxo-6,7-dihydro-1H,5H-benzo(ij)quinolizine-2-carboxylic acid). Yield: 22.5%. RXN SMILES: [OH:1][CH:2]1[CH2:6][CH2:5][NH:4][CH2:3]1.F[C:8]1[C:19]2=[C:20]3[N:15]([C:16](=[CH2:21])[CH2:17][CH2:18]2)[CH:14]=[C:13]([C:22]([OH:24])=[O:23])[C:12](=[O:25])[C:11]3=[CH:10][C:9]=1[F:26]>CS(C)=O>[F:26][C:9]1[CH:10]=[C:11]2[C:20]3[N:15]([CH:14]=[C:13]([C:22]([OH:24])=[O:23])[C:12]2=[O:25])[C:16](=[CH2:21])[CH2:17][CH2:18][C:19]=3[C:8]=1[N:4]1[CH2:5][CH2:6][CH:2]([OH:1])[CH2:3]1. Procedure: 4 ml of dimethyl sulfoxide and 100 mg of 3-hydroxypyrrolidine were added to 100 mg of 8,9-difluoro-5-methylene-1-oxo-6,7-dihydro-1H,5H-benzo(ij)quinolizine-2-carboxylic acid and the resulting mixture was allowed to react for 2 hours at 120° C. The solvent was distilled off. The residue was purified by silica gel column chromatography and purified by preparative thin layer chromatography on silica gel and then recrystallized from a mixture of ethanol and chloroform to give 28 mg of 9-fluoro-8-(3-... Starting materials: CN, Cl, O=C(O)c1cc2nc(-c3cccc4[nH]ncc34)nc(N3CCOCC3)c2s1. The product is CNC(=O)c1cc2nc(-c3cccc4[nH]ncc34)nc(N3CCOCC3)c2s1. RXN SMILES: [CH3:28][NH2:29].[ClH:30].[nH:1]1[n:2][cH:3][c:4]2[c:5](-[c:10]3[n:11][c:12]([N:22]4[CH2:23][CH2:24][O:25][CH2:26][CH2:27]4)[c:13]4[c:14]([n:15]3)[cH:16][c:17]([C:19](=[O:20])[OH:21])[s:18]4)[cH:6][cH:7][cH:8][c:9]12>>[nH:1]1[n:2][cH:3][c:4]2[c:5](-[c:10]3[n:11][c:12]([N:22]4[CH2:23][CH2:24][O:25][CH2:26][CH2:27]4)[c:13]4[c:14]([n:15]3)[cH:16][c:17]([C:19](=[O:20])[NH:29][CH3:28])[s:18]4)[cH:6][cH:7][cH:8][c:9]12.